Dataset: the Open Reaction Database (ORD), a public repository of structured organic reaction records. Task: describe an organic reaction: reactants, conditions, products, and yield Starting materials: CC(=O)N1CCc2ccc(N)cc21, CS(=O)c1ncc2ccc(-c3cccc(S(=O)(=O)N4CCC(O)C4)c3)n2n1, CS(C)=O. Yields the product CC(=O)N1CCc2ccc(Nc3ncc4ccc(-c5cccc(S(=O)(=O)N6CCC(O)C6)c5)n4n3)cc21. Reaction SMILES: [C:1]([CH3:2])(=[O:3])[N:4]1[CH2:5][CH2:6][c:7]2[cH:8][cH:9][c:10]([NH2:13])[cH:11][c:12]21.[CH3:14][S:15](=[O:16])[c:17]1[n:18][n:19]2[c:20]([cH:21][n:22]1)[cH:23][cH:24][c:25]2-[c:26]1[cH:27][c:28]([S:32](=[O:33])(=[O:34])[N:35]2[CH2:36][CH:37]([OH:40])[CH2:38][CH2:39]2)[cH:29][cH:30][cH:31]1.[CH3:41][S:42]([CH3:43])=[O:44]>>[C:1]([CH3:2])(=[O:3])[N:4]1[CH2:5][CH2:6][c:7]2[cH:8][cH:9][c:10]([NH:13][c:17]3[n:18][n:19]4[c:20]([cH:21][n:22]3)[cH:23][cH:24][c:25]4-[c:26]3[cH:27][c:28]([S:32](=[O:33])(=[O:34])[N:35]4[CH2:36][CH:37]([OH:40])[CH2:38][CH2:39]4)[cH:29][cH:30][cH:31]3)[cH:11][c:12]21. Reactants: C(C)C(N(C1=CC(=C(C=C1)OCC(C)(C)C)C#N)C(=O)C=1C(=NN(C1)C1=C(C=CC(=C1)C(F)(F)F)Cl)C)C(=O)O (Ethyl N-[1-(2-Chloro-5-trifluoromethylphenyl)-3-methylpyrazol-4-ylcarbonyl]-N-(3-cyano-4-neopentyloxyphenyl)glycine), [OH-].[Na+] (sodium hydroxide). Run in C(C)O (ethanol). Run at time 30 minute. Yields the product ClC1=C(C=C(C=C1)C(F)(F)F)N1N=C(C(=C1)C(=O)N(CC(=O)O)C1=CC(=C(C=C1)OCC(C)(C)C)C#N)C (N-[1-(2-chloro-5-trifluoromethylphenyl)-3-methylpyrazol-4-ylcarbonyl]-N-(3-cyano-4-neopentyloxyphenyl)glycine). Yield: 70.1%. RXN SMILES: C([CH:3]([C:38]([OH:40])=[O:39])[N:4]([C:19]([C:21]1[C:22]([CH3:37])=[N:23][N:24]([C:26]2[CH:31]=[C:30]([C:32]([F:35])([F:34])[F:33])[CH:29]=[CH:28][C:27]=2[Cl:36])[CH:25]=1)=[O:20])[C:5]1[CH:10]=[CH:9][C:8]([O:11][CH2:12][C:13]([CH3:16])([CH3:15])[CH3:14])=[C:7]([C:17]#[N:18])[CH:6]=1)C.[OH-].[Na+]>C(O)C>[Cl:36][C:27]1[CH:28]=[CH:29][C:30]([C:32]([F:34])([F:35])[F:33])=[CH:31][C:26]=1[N:24]1[CH:25]=[C:21]([C:19]([N:4]([C:5]2[CH:10]=[CH:9][C:8]([O:11][CH2:12][C:13]([CH3:15])([CH3:16])[CH3:14])=[C:7]([C:17]#[N:18])[CH:6]=2)[CH2:3][C:38]([OH:40])=[O:39])=[O:20])[C:22]([CH3:37])=[N:23]1 |f:1.2|. Reported procedure: Ethyl N-[1-(2-Chloro-5-trifluoromethylphenyl)-3-methylpyrazol-4-ylcarbonyl]-N-(3-cyano-4-neopentyloxyphenyl)glycine (1.8 g) was added to ethanol (15 ml). 10% aqueous sodium hydroxide solution (15 ml) was added and the mixture was stirred at a refluxing temperature for 30 min. The solvent was evaporated under reduced pressure, and dilute hydrochloric acid was added. The mixture was extracted with ethyl acetate. The organic layer was washed with saturated brine and dried over anhydrous magnesium s... The reactants are O1C(CCCC1)OCC=1N=C(SC1)C=O (4-[[(tetrahydro 2H-pyran-2-yl) oxy] methyl] 2-thiazole carboxaldehyde), C(#C)[Mg]Br (ethynyl magnesium bromide). Solvent: CCCCCC.C(C)(=O)OCC (hexane ethyl acetate). The product is C(#C)C(O)C=1SC=C(N1)COC1OCCCC1 (α-ethynyl 4-[[(tetrahydro 2H-pyran-2-yl) oxy] methyl] 2-thiazole methanol). Reaction SMILES: [O:1]1[CH2:6][CH2:5][CH2:4][CH2:3][CH:2]1[O:7][CH2:8][C:9]1[N:10]=[C:11]([CH:14]=[O:15])[S:12][CH:13]=1.[C:16]([Mg]Br)#[CH:17]>CCCCCC.C(OCC)(=O)C>[C:16]([CH:14]([C:11]1[S:12][CH:13]=[C:9]([CH2:8][O:7][CH:2]2[CH2:3][CH2:4][CH2:5][CH2:6][O:1]2)[N:10]=1)[OH:15])#[CH:17] |f:2.3|. Reported procedure: The product was prepared starting with the product of Stage B and ethynyl magnesium bromide using the procedure of Example 1 to obtain the desired product with a Rf=0.11 (hexane-ethyl acetate (7-3)). Reactants: C1(C=CC=C1)[Ru]C1C=CC=C1 (Bis(cyclopentadienyl)ruthenium), P(O)(O)(O)=O (phosphoric acid), C(C)(=O)OC(C)=O (acetic anhydride), [OH-].[Na+] (sodium hydroxide). Conditions: temperature 85 celsius. The product is C(C)(=O)C1(C=CC=C1)[Ru]C1C=CC=C1 ((acetylcyclopentadienyl)cyclopentadienylruthenium). As a reaction SMILES: [CH:1]1([Ru:6][CH:7]2[CH:11]=[CH:10][CH:9]=[CH:8]2)[CH:5]=[CH:4][CH:3]=[CH:2]1.P(=O)(O)(O)O.[OH-].[Na+].[C:19](OC(=O)C)(=[O:21])[CH3:20]>>[C:19]([C:7]1([Ru:6][CH:1]2[CH:2]=[CH:3][CH:4]=[CH:5]2)[CH:11]=[CH:10][CH:9]=[CH:8]1)(=[O:21])[CH3:20] |f:2.3|. Reported procedure: Bis(cyclopentadienyl)ruthenium (3 g), acetic anhydride (10 ml), and 85% phosphoric acid (2.0 ml) were placed in a round-bottom flask, and the mixture was heated at 85° C. for one hour. The formed reaction product was neutralized by use of sodium hydroxide, recrystallized, and subjected to extraction by use of hexane, thereby yielding 1.8 g of (acetylcyclopentadienyl)cyclopentadienylruthenium.